Dataset: the Open Reaction Database (ORD), a public repository of structured organic reaction records. Task: describe an organic reaction: reactants, conditions, products, and yield The reactants are IC1=NNC=C1C(=O)OCC (ethyl 3-iodopyrazole-4-carboxylate), C([O-])([O-])=O.[Cs+].[Cs+] (cesium carbonate), IC(C)C (2-iodopropane). The solvent is CN(C=O)C (N,N-dimethylformamide), O (water). Conditions: temperature 60 celsius, time 2 hour. Product: IC1=C(C=NN1C(C)C)C(=O)OCC (ethyl 5-iodo-1-isopropyl-1H-pyrazole-4-carboxylate). Isolated yield 18.6%. As a reaction SMILES: [I:1][C:2]1[C:6]([C:7]([O:9][CH2:10][CH3:11])=[O:8])=[CH:5][NH:4][N:3]=1.C(=O)([O-])[O-].[Cs+].[Cs+].I[CH:19]([CH3:21])[CH3:20]>CN(C)C=O.O>[I:1][C:2]1[N:3]([CH:19]([CH3:21])[CH3:20])[N:4]=[CH:5][C:6]=1[C:7]([O:9][CH2:10][CH3:11])=[O:8] |f:1.2.3|. Procedure details: To a solution of ethyl 3-iodopyrazole-4-carboxylate (1.58 g, 5.94 mmol, Truong; et al. Bioorg. Med. Chem. Lett., 19, 4920 (2009)) in 20 mL N,N-dimethylformamide was added cesium carbonate (3.87 g, 11.9 mmol) and 2-iodopropane (0.89 mL, 8.90 mmol). The mixture was stirred 2 hours at 60° C. and then cooled to ambient temperature. The reaction mixture was diluted with 150 mL water and extracted with 2×100 mL diethyl ether. The combined organics were washed with 50 mL brine, dried over sodium sulfat... The product is C=CCn1c(N)c(N)c(=O)n(CC=C)c1=O. Reaction SMILES: [CH2:1]([CH:2]=[CH2:3])[n:4]1[c:5](=[O:6])[n:7]([CH2:15][CH:16]=[CH2:17])[c:8](=[O:9])[c:10]([N:13]=[O:14])[c:11]1[NH2:12].[CH3:26][CH2:27][O:28][C:29](=[O:30])[CH3:31].[Na+:24].[Na+:25].[OH2:32].[S:18]([S:19]([O-:20])=[O:21])([O-:22])=[O:23]>>[CH2:1]([CH:2]=[CH2:3])[n:4]1[c:5](=[O:6])[n:7]([CH2:15][CH:16]=[CH2:17])[c:8](=[O:9])[c:10]([NH2:13])[c:11]1[NH2:12]. Reactants: C=CCn1c(N)c(N=O)c(=O)n(CC=C)c1=O, CCOC(C)=O, [Na+], [Na+], O, O=S([O-])S(=O)[O-]. Starting materials: O (water), ClCC(=O)O (monochloroacetic acid), C(CCl)Cl (EDC), N1C(CCCCC1)CC=1C=C(OCCCN)C=CC1 (3-{3-(1-perhydroazepinylmethyl)phenoxy}propylamine). Run in ClCCl (dichloromethane), ClCCl (dichloromethane). Run at temperature 0 celsius, time 30 minute. The product is N1C(CCCCC1)CC=1C=C(OCCCNC(CCl)=O)C=CC1 (N-[3-{3-(1-perhydroazepinylmethyl)phenoxy}propyl]-2-chloroacetamide). As a reaction SMILES: [NH:1]1[CH2:7][CH2:6][CH2:5][CH2:4][CH2:3][CH:2]1[CH2:8][C:9]1[CH:10]=[C:11]([CH:17]=[CH:18][CH:19]=1)[O:12][CH2:13][CH2:14][CH2:15][NH2:16].[Cl:20][CH2:21][C:22](O)=[O:23].C(Cl)CCl.O>ClCCl>[NH:1]1[CH2:7][CH2:6][CH2:5][CH2:4][CH2:3][CH:2]1[CH2:8][C:9]1[CH:10]=[C:11]([CH:17]=[CH:18][CH:19]=1)[O:12][CH2:13][CH2:14][CH2:15][NH:16][C:22](=[O:23])[CH2:21][Cl:20]. Procedure details: 0.22 g of 3-{3-(1-perhydroazepinylmethyl)phenoxy}propylamine was dissolved in 10 ml of dichloromethane, and cooled in an ice bath. 0.1 g of monochloroacetic acid and 0.2 g of EDC were added to this solution, and stirred at 0° C. for 30 minutes then at room temperature overnight. 10 ml of water and 10 ml of dichloromethane were added to the reaction solution, and the organic layer was separated, dried over anhydrous magnesium sulfate, and the solvent was evaporated in vacuo to obtain colorless oi... Run at temperature 110 celsius, time 4 hour. Product: c3ccc2c(c1cccnc1)cccc2c3. The reagents and catalysts are PCy3. Reactants: CC(C)(C)C(=O)Oc1cccc2ccccc12 (substrate), F[B-](F)(F)c1cccnc1.[K+] (effective_coupling_partner). The reactants are CCCC(CC(CCC)=O)=O (4,6-nonanedione), CO (methanol), C(#N)CC(=O)N (cyanoacetamide), C[O-].[Na+] (sodium methoxide). Run in O (water), C(C)(=O)O (acetic acid). Conditions: time 22 hour. Product: C(#N)C=1C(NC(=CC1CCC)CCC)=O (3-cyano-4,6-di-n-propyl-2(1H)-pyridinone). Isolated yield 81.9%. Reaction SMILES: [CH3:1][CH2:2][CH2:3][C:4](=O)[CH2:5][C:6](=O)[CH2:7][CH2:8][CH3:9].CO.[C:14]([CH2:16][C:17]([NH2:19])=[O:18])#[N:15].C[O-].[Na+]>O.C(O)(=O)C>[C:14]([C:16]1[C:17](=[O:18])[NH:19][C:6]([CH2:7][CH2:8][CH3:9])=[CH:5][C:4]=1[CH2:3][CH2:2][CH3:1])#[N:15] |f:3.4|. Procedure details: 3-Cyano-4,6-di-n-propyl-2(1H)-pyridinone was prepared as follows: A mixture containing 15.6 g of 4,6-nonanedione, 200 ml of methanol, 10 g of cyanoacetamide and 6 g of sodium methoxide was refluxed with stirring for 22 hours and then stripped to dryness in vacuo. The residue was dissolved in 100 ml of water and the solution acidified with acetic acid. The white precipitate was collected, washed with water, air-dried, recrystallized from isopropyl alcohol-n-hexane and dried in vacuo at 80°-85° C....